This data is from the Open Reaction Database (ORD), a public repository of structured organic reaction records. The task is: describe an organic reaction: reactants, conditions, products, and yield The reactants are Cl.S1C(=CC=C1)S(=O)(=O)N1CCNCC1 (4-(2-thiophenylsulfonyl)piperazine hydrochloride), CC(C)([O-])C.[Na+] (sodium tert-butoxide), C1(CCCCC1)P(C1=C(C=CC=C1)C1=C(C=CC=C1OC(C)C)OC(C)C)C1CCCCC1 (dicyclohexyl(2′,6′-diisopropoxybiphenyl-2-yl)phosphine), BrC1=CC=C(C=C1)C(C(F)(F)F)(C)O (2-(4-bromophenyl)-1,1,1-trifluoro-2-propanol), C1(CCCCC1)P(C1=C(C=CC=C1)C1=C(C=CC=C1OC(C)C)OC(C)C)C1CCCCC1 (dicyclohexyl(2′,6′-diisopropoxybiphenyl-2-yl)phosphine), II. Reagents/catalysts: C=1C=CC(=CC1)/C=C/C(=O)/C=C/C2=CC=CC=C2.C=1C=CC(=CC1)/C=C/C(=O)/C=C/C2=CC=CC=C2.C=1C=CC(=CC1)/C=C/C(=O)/C=C/C2=CC=CC=C2.[Pd].[Pd] (tris(dibenzylideneacetone)dipalladium), C=1C=CC(=CC1)/C=C/C(=O)/C=C/C2=CC=CC=C2.C=1C=CC(=CC1)/C=C/C(=O)/C=C/C2=CC=CC=C2.C=1C=CC(=CC1)/C=C/C(=O)/C=C/C2=CC=CC=C2.[Pd].[Pd] (tris(dibenzylideneacetone)dipalladium). The solvent is C1(=CC=CC=C1)C (toluene), CO (MeOH). Run at temperature 100 celsius. Yields the product FC(C(C)(O)C1=CC=C(C=C1)N1CCN(CC1)S(=O)(=O)C=1SC=CC1)(F)F (1,1,1-trifluoro-2-(4-(4-(2-thiophenylsulfonyl)-1-piperazinyl)phenyl)-2-propanol). As a reaction SMILES: Cl.[S:2]1[CH:6]=[CH:5][CH:4]=[C:3]1[S:7]([N:10]1[CH2:15][CH2:14][NH:13][CH2:12][CH2:11]1)(=[O:9])=[O:8].CC(C)([O-])C.[Na+].C1(P(C2CCCCC2)C2C=CC=CC=2C2C(OC(C)C)=CC=CC=2OC(C)C)CCCCC1.Br[C:56]1[CH:61]=[CH:60][C:59]([C:62]([OH:68])([CH3:67])[C:63]([F:66])([F:65])[F:64])=[CH:58][CH:57]=1>C1(C)C=CC=CC=1.CO.C1C=CC(/C=C/C(/C=C/C2C=CC=CC=2)=O)=CC=1.C1C=CC(/C=C/C(/C=C/C2C=CC=CC=2)=O)=CC=1.C1C=CC(/C=C/C(/C=C/C2C=CC=CC=2)=O)=CC=1.[Pd].[Pd]>[F:64][C:63]([F:65])([F:66])[C:62]([C:59]1[CH:58]=[CH:57][C:56]([N:13]2[CH2:12][CH2:11][N:10]([S:7]([C:3]3[S:2][CH:6]=[CH:5][CH:4]=3)(=[O:9])=[O:8])[CH2:15][CH2:14]2)=[CH:61][CH:60]=1)([OH:68])[CH3:67] |f:0.1,2.3,8.9.10.11.12|. Procedure details: A 20 ml, vial was charged with 4-(2-thiophenylsulfonyl)piperazine hydrochloride (70 mg, 0.260 mmol), sodium tert-butoxide (45.7 mg, 0.476 mmol), tris(dibenzylideneacetone)dipalladium (0) (1.1 mg, 1.13 μmol, Strem Chemical Inc, Newburyport, Mass.), dicyclohexyl(2′,6′-diisopropoxybiphenyl-2-yl)phosphine (RuPhos) (1.6 mg, 3.40 μmol, Strem Chemical Inc, Newburyport, Mass.) and 2-(4-bromophenyl)-1,1,1-trifluoro-2-propanol (60.9 mg, 0.226 mmol, Example 27, step 1) in toluene (906 μL) was heated to 100... The reactants are CCN=C=NCCCN(C)C (WSC), C1(=CC=C(C=C1)C(=O)O)C1=CC=CC=C1 ([1,1′-biphenyl]-4-carboxylic acid), Cl (hydrochloric acid), N1(CCCC1)CCC1=CC=2C=CC(=CC2CC1)NC(C)=O (N-[6-[2-(1-pyrrolidinyl)ethyl]-7,8-dihydro-2-naphthalenyl]acetamide). The reagents and catalysts are CN(C)C=1C=CN=CC1 (DMAP). Run in CN(C=O)C (dimethylformamide), C(C)(=O)OCC (Ethyl acetate). Conditions: temperature 100 celsius, time 16 hour. The product is N1(CCCC1)CCC1=CC=2C=CC(=CC2CC1)NC(=O)C1=CC=C(C=C1)C1=CC=CC=C1 (N-[6-[2-(1-Pyrrolidinyl)ethyl]-7,8-dihydro-2-naphthalenyl][1,1′-biphenyl]-4-carboxamide). The yield is 26.7%. As a reaction SMILES: Cl.[N:2]1([CH2:7][CH2:8][C:9]2[CH2:18][CH2:17][C:16]3[CH:15]=[C:14]([NH:19][C:20](=[O:22])[CH3:21])[CH:13]=[CH:12][C:11]=3[CH:10]=2)[CH2:6][CH2:5][CH2:4][CH2:3]1.CCN=C=NCCCN(C)C.[C:34]1([C:43]2[CH:48]=[CH:47]C=[CH:45][CH:44]=2)[CH:39]=[CH:38][C:37](C(O)=O)=[CH:36][CH:35]=1>CN(C1C=CN=CC=1)C.C(OCC)(=O)C.CN(C)C=O>[N:2]1([CH2:7][CH2:8][C:9]2[CH2:18][CH2:17][C:16]3[CH:15]=[C:14]([NH:19][C:20]([C:21]4[CH:45]=[CH:44][C:43]([C:34]5[CH:39]=[CH:38][CH:37]=[CH:36][CH:35]=5)=[CH:48][CH:47]=4)=[O:22])[CH:13]=[CH:12][C:11]=3[CH:10]=2)[CH2:6][CH2:5][CH2:4][CH2:3]1. Procedure: Concentrated hydrochloric acid (2 ml) was added to N-[6-[2-(1-pyrrolidinyl)ethyl]-7,8-dihydro-2-naphthalenyl]acetamide (98.0 mg, 0.345 mmol) obtained in Reference Example 103, which was stirred at 100° C. for 16 hours. The solvent was distilled out under reduced pressure. Ethyl acetate was added to the residue, which was washed with aqueous potassium carbonate solution and saturated aqueous sodium chloride solution, dried over anhydrous sodium sulfate, and then the solvent was distilled out unde... Starting materials: [O-]B([O-])OC1CC1, O=C([O-])[O-], Cc1ccccc1, [Cl-], FC(F)(F)c1ccnc(Cl)c1, [K+], [K+], [NH4+]. Product: FC(F)(F)c1ccnc(C2CC2)c1. RXN SMILES: [B:12]([O-:13])([O-:17])[O:18][CH:14]1[CH2:15][CH2:16]1.[C:19](=[O:20])([O-:21])[O-:22].[CH3:27][c:28]1[cH:29][cH:30][cH:31][cH:32][cH:33]1.[Cl-:25].[Cl:1][c:2]1[n:3][cH:4][cH:5][c:6]([C:8]([F:9])([F:10])[F:11])[cH:7]1.[K+:23].[K+:24].[NH4+:26]>>[c:2]1([CH:14]2[CH2:15][CH2:16]2)[n:3][cH:4][cH:5][c:6]([C:8]([F:9])([F:10])[F:11])[cH:7]1. Reactants: I.CSC1=NCCCN1 (2-(methylthio)-3,4,5,6-tetrahydropyrimidine hydroiodide), 7-formylamino, I.CSC=1NCCN1 (2-(methylthio)-2-imidazoline hydroiodide), NC=1N(C=2N(CCCN2)C(C1N=O)=O)CC1=CC=C(C=C1)Cl (8-amino-3,4-dihydro-9-[(4-chlorophenyl)methyl]-7-nitroso-2H,5H-pyrimido(1,2-a)pyrimidin-6(9H)-one). The product is ClC1=CC=C(C=C1)CN1C=2N(C(C=3N=CNC13)=O)CCCN2 (4-[(4-Chlorophenyl)Methyl]-7,8-Dihydro-3H,6H-Pyrimido[1,2-a]Purin-10(4H)-On). RXN SMILES: I.CSC1NCCCN=1.I.CS[C:13]1[NH:14][CH2:15][CH2:16][N:17]=1.NC1[N:20]([CH2:32][C:33]2[CH:38]=[CH:37][C:36]([Cl:39])=[CH:35][CH:34]=2)[C:21]2[N:22]([C:27](=[O:31])C=1N=O)[CH2:23][CH2:24][CH2:25][N:26]=2>>[Cl:39][C:36]1[CH:37]=[CH:38][C:33]([CH2:32][N:20]2[C:15]3[NH:14][CH:13]=[N:17][C:16]=3[C:27](=[O:31])[N:22]3[CH2:23][CH2:24][CH2:25][N:26]=[C:21]23)=[CH:34][CH:35]=1 |f:0.1,2.3|. Procedure details: Procedure 1 is repeated with substitution of 2-(methylthio)-3,4,5,6-tetrahydropyrimidine hydroiodide for the 2-(methylthio)-2-imidazoline hydroiodide specified. The resulting 8-amino-3,4-dihydro-9-[(4-chlorophenyl)methyl]-7-nitroso-2H,5H-pyrimido(1,2-a)pyrimidin-6(9H)-one is converted to the corresponding 7-formylamino compound according to the method of Procedure 2, and the latter is then cyclized to the desired product by the method of Procedure 4. Reaction conditions: time 60 hour. As a reaction SMILES: [Cl:1][C:2]1[CH:7]=[C:6]([C:8]([F:11])([F:10])[F:9])[CH:5]=[C:4]([Cl:12])[C:3]=1[N:13]1[CH:17]=[C:16]([CH:18]=O)[N:15]=[N:14]1.[NH2:20]/[C:21](/[C:26]#[N:27])=[C:22](\[NH2:25])/[C:23]#[N:24]>CO>[Cl:1][C:2]1[CH:7]=[C:6]([C:8]([F:11])([F:10])[F:9])[CH:5]=[C:4]([Cl:12])[C:3]=1[N:13]1[CH:17]=[C:16]([CH:18]=[N:20][C:21]([C:26]#[N:27])=[C:22]([NH2:25])[C:23]#[N:24])[N:15]=[N:14]1. Yields the product ClC1=C(C(=CC(=C1)C(F)(F)F)Cl)N1N=NC(=C1)C=NC(=C(C#N)N)C#N (1-(2,6-dichloro-4-trifluoromethylphenyl)-4-[(2-amino-1,2-dicyanoethenylimino)methyl]-1H-1,2,3-triazole). The reactants are ClC1=C(C(=CC(=C1)C(F)(F)F)Cl)N1N=NC(=C1)C=O (1-(2,6-dichloro-4-trifluoromethylphenyl)-1H-1,2,3-triazole-4-carboxaldehyde), N/C(=C(/C#N)\N)/C#N (diaminomaleonitrile). The solvent is CO (methanol). Procedure details: A mixture of this alcohol (1.7 g) and manganese dioxide (6.9 g) in chloroform (40 ml) was stirred at room temperature for 24 hours. This mixture was then filtered through Kieselguhr and the solvent evaporated to give crude material, which was purified by flash column chromatography (silica) to give 1-(2,6-dichloro-4-trifluoromethylphenyl)-1H-1,2,3-triazole-4-carboxaldehyde, m.p 143°-144.5°. The aldehyde (2.32 g) and diaminomaleonitrile (0.85 g) were heated under reflux in methanol (40 ml) for 6 ... Starting materials: CCOC(=N)c1ccccc1Cl, O=C(Cl)c1ccccc1C(F)(F)F. Product: CCOC(=NC(=O)c1ccccc1C(F)(F)F)c1ccccc1Cl. Reaction SMILES: [Cl:1][c:2]1[c:3]([C:4]([O:5][CH2:6][CH3:7])=[NH:8])[cH:9][cH:10][cH:11][cH:12]1.[F:13][C:14]([c:15]1[c:16]([C:17](=[O:18])[Cl:19])[cH:20][cH:21][cH:22][cH:23]1)([F:24])[F:25]>>[Cl:1][c:2]1[c:3]([C:4]([O:5][CH2:6][CH3:7])=[N:8][C:17]([c:16]2[c:15]([C:14]([F:13])([F:24])[F:25])[cH:23][cH:22][cH:21][cH:20]2)=[O:18])[cH:9][cH:10][cH:11][cH:12]1. Starting materials: S(=O)(Cl)Cl (thionyl chloride), C(C)(=O)N1CCC(CC1)CC(=O)O (1-acetyl-4-piperidineacetic acid). Run at time 8 hour. Product: 26.5, C(C)(=O)N1CCC(CC1)CC(=O)Cl (1-acetyl-4-piperidineacetyl chloride). Yield: 95.0%. RXN SMILES: S(Cl)([Cl:3])=O.[C:5]([N:8]1[CH2:13][CH2:12][CH:11]([CH2:14][C:15]([OH:17])=O)[CH2:10][CH2:9]1)(=[O:7])[CH3:6]>>[C:5]([N:8]1[CH2:13][CH2:12][CH:11]([CH2:14][C:15]([Cl:3])=[O:17])[CH2:10][CH2:9]1)(=[O:7])[CH3:6]. Reported procedure: To 240 parts of thionyl chloride are added portionwise 25 parts of 1-acetyl-4-piperidineacetic acid and the whole is stirred overnight at room temperature. The reaction mixture is evaporated, yielding 26.5 parts (95%) of 1-acetyl-4-piperidineacetyl chloride as an oily residue. The reactants are CC(=CCO)C=CCC(CCC=C(C)C)C (3,7,11-trimethyldodeca-2,4,10-trien-1-ol), P(Br)(Br)Br (phosphorus tribromide). Run in C1=CC=CC=C1 (benzene), C1=CC=CC=C1 (benzene). Reaction conditions: time 1 hour. The product is BrCC=C(C=CCC(CCC=C(C)C)C)C (1-bromo-3,7,11-trimethyldodeca-2,4,10-triene). As a reaction SMILES: [CH3:1][C:2]([CH:6]=[CH:7][CH2:8][CH:9]([CH3:16])[CH2:10][CH2:11][CH:12]=[C:13]([CH3:15])[CH3:14])=[CH:3][CH2:4]O.P(Br)(Br)[Br:18]>C1C=CC=CC=1>[Br:18][CH2:4][CH:3]=[C:2]([CH3:1])[CH:6]=[CH:7][CH2:8][CH:9]([CH3:16])[CH2:10][CH2:11][CH:12]=[C:13]([CH3:15])[CH3:14]. Procedure details: To a mixture of 4 g. of 3,7,11-trimethyldodeca-2,4,10-trien-1-ol, and 25 ml. of benzene at 0° is added a solution of 5 ml. of phosphorus tribromide in 18 ml. of benzene over about 15 minutes. The mixture is stirred at 0° for 1 hour. The mixture is then poured onto ice and extracted with pentane. The organic phase is washed with aqueous sodium bicarbonate, water and then brine, dried over magnesium sulfate and evaporated to yield 1-bromo-3,7,11-trimethyldodeca-2,4,10-triene.